Dataset: the Open Reaction Database (ORD), a public repository of structured organic reaction records. Task: describe an organic reaction: reactants, conditions, products, and yield Run in C(C)(=O)OCC (ethyl acetate). Run at time 3 hour. Reported procedure: tert-Butyl 3-(cyanomethyl)-3-[4-(1-{[2-(trimethylsilyl)ethoxy]methyl}-1H-pyrrolo[2,3-b]pyridin-4-yl)-1H-pyrazol-1-yl]azetidine-1-carboxylate (0.85 g, 1.7 mmol) was dissolved in ethyl acetate (2 mL). To the solution was added 4.0 M hydrogen chloride in 1,4-dioxane (2.0 mL, 8.0 mmol). The mixture was stirred at room temperature for 3 hours. Ether was added, the mixture was centrifuged, and then the solvents were decanted. The residue was dried under vacuum to afford the desired product as HCl salt... The reactants are C(#N)CC1(CN(C1)C(=O)OC(C)(C)C)N1N=CC(=C1)C1=C2C(=NC=C1)N(C=C2)COCC[Si](C)(C)C (tert-Butyl 3-(cyanomethyl)-3-[4-(1-{[2-(trimethylsilyl)ethoxy]methyl}-1H-pyrrolo[2,3-b]pyridin-4-yl)-1H-pyrazol-1-yl]azetidine-1-carboxylate), CCOCC (Ether), Cl (hydrogen chloride), O1CCOCC1 (1,4-dioxane). Yields the product C[Si](CCOCN1C=CC=2C1=NC=CC2C=2C=NN(C2)C2(CNC2)CC#N)(C)C ({3-[4-(1-{[2-(trimethylsilyl)ethoxy]methyl}-1H-pyrrolo[2,3-b]pyridin-4-yl)-1H-pyrazol-1-yl]azetidin-3-yl}acetonitrile), Cl (HCl). Reaction SMILES: [C:1]([CH2:3][C:4]1([N:15]2[CH:19]=[C:18]([C:20]3[CH:25]=[CH:24][N:23]=[C:22]4[N:26]([CH2:29][O:30][CH2:31][CH2:32][Si:33]([CH3:36])([CH3:35])[CH3:34])[CH:27]=[CH:28][C:21]=34)[CH:17]=[N:16]2)[CH2:7][N:6](C(OC(C)(C)C)=O)[CH2:5]1)#[N:2].[ClH:37].O1CCOCC1.CCOCC>C(OCC)(=O)C>[CH3:35][Si:33]([CH3:34])([CH3:36])[CH2:32][CH2:31][O:30][CH2:29][N:26]1[C:22]2=[N:23][CH:24]=[CH:25][C:20]([C:18]3[CH:17]=[N:16][N:15]([C:4]4([CH2:3][C:1]#[N:2])[CH2:5][NH:6][CH2:7]4)[CH:19]=3)=[C:21]2[CH:28]=[CH:27]1.[ClH:37]. Conditions: temperature 50 celsius, time 16 hour. Procedure: To a mixture of 2-ethoxy-5-nitro-3-(trifluoromethyl)pyridine (120 mg, 0.508 mmol) in EA (10 mL) was added tin(II) chloride dihydrate (459 mg, 2.033 mmol). The mixture was stirred at 50° C. for 16 h. Then the solution was distributed between EA and saturated NaHCO3 solution. The combined organic extract was washed with brine, dried over MgSO4, filtered and concentrated. The crude material was purified by preparative TLC (PE/EA=4:1, Rf=0.6) to yield a light yellow oil of 6-ethoxy-5-(trifluoromethy... As a reaction SMILES: [CH2:1]([O:3][C:4]1[C:9]([C:10]([F:13])([F:12])[F:11])=[CH:8][C:7]([N+:14]([O-])=O)=[CH:6][N:5]=1)[CH3:2].O.O.[Sn](Cl)Cl.C([O-])(O)=O.[Na+]>CC(=O)OCC>[CH2:1]([O:3][C:4]1[N:5]=[CH:6][C:7]([NH2:14])=[CH:8][C:9]=1[C:10]([F:13])([F:11])[F:12])[CH3:2] |f:1.2.3,4.5|. Solvent: CC(OCC)=O (EA), CC(OCC)=O (EA). Yield: 61.0%. Product: C(C)OC1=C(C=C(C=N1)N)C(F)(F)F (6-ethoxy-5-(trifluoromethyl)pyridin-3-amine). Reactants: O.O.[Sn](Cl)Cl (tin(II) chloride dihydrate), C(C)OC1=NC=C(C=C1C(F)(F)F)[N+](=O)[O-] (2-ethoxy-5-nitro-3-(trifluoromethyl)pyridine), C(=O)(O)[O-].[Na+] (NaHCO3).